Dataset: the Open Reaction Database (ORD), a public repository of structured organic reaction records. Task: describe an organic reaction: reactants, conditions, products, and yield Procedure details: Toluene 50 ml, 5-ethyl-2,3-diethoxycarbonylpyridine 10.3 g (0.041 mol), and water 29 ml were mixed in a 200 ml four neck distillation flask with a reflux condenser, and 48% aqueous sodium hydroxide solution 21.9 g was added thereto under vigorous stirring in nitrogen atmosphere and refluxed for 3.5 hours. The reaction mixture was allowed to cool to room temperature and stand still to separate into water layer and toluene layer. The water layer was acidified at 45° to 55° C. with 28.3 g of 50% su... The reactants are [OH-].[Na+] (sodium hydroxide), C1(=CC=CC=C1)C (Toluene), C(C)C=1C=C(C(=NC1)C(=O)OCC)C(=O)OCC (5-ethyl-2,3-diethoxycarbonylpyridine), four. As a reaction SMILES: C1(C)C=CC=CC=1.[CH2:8]([C:10]1[CH:11]=[C:12]([C:21]([O:23]CC)=[O:22])[C:13]([C:16]([O:18]CC)=[O:17])=[N:14][CH:15]=1)[CH3:9].[OH-].[Na+]>O>[CH2:8]([C:10]1[CH:11]=[C:12]([C:21]([OH:23])=[O:22])[C:13]([C:16]([OH:18])=[O:17])=[N:14][CH:15]=1)[CH3:9] |f:2.3|. The product is C(C)C=1C=C(C(=NC1)C(=O)O)C(=O)O (5-ethylpyridine-2,3-dicarboxylic acid). Run in O (water). The yield is 73.7%. The solvent is C(Cl)(Cl)Cl (CHCl3). Reported procedure: Dihydropyridine 2 (R8 =CH2 -C6H5 or ##STR4## Y=O or S, n=0 or 1) (Reaction Scheme I) is treated under an inert atmosphere (Ar or N2) with about 5-50 meq (preferably 10 meq trifluoroacetic acid neat or in the presence of a solvent (anisole, CH2Cl2, CHCl3, dichloroethane) at 25°-100° C. (preferably 25° C.) for about 10-60 minutes to obtain the Formula 1 compound. ##STR5## The product is C1(=CC=CC=C1)OC (anisole), ClC(C)Cl (dichloroethane), Formula 1. As a reaction SMILES: N1[CH:6]=[CH:5][CH:4]=[CH:3][CH2:2]1.N#N.F[C:10](F)(F)[C:11](O)=[O:12].[CH2:16]([Cl:18])[Cl:17]>C(Cl)(Cl)Cl>[C:2]1([O:12][CH3:11])[CH:16]=[CH:6][CH:5]=[CH:4][CH:3]=1.[Cl:17][CH:16]([Cl:18])[CH3:10]. Reactants: C(Cl)Cl (CH2Cl2), N#N (N2), FC(C(=O)O)(F)F (trifluoroacetic acid), N1CC=CC=C1 (dihydropyridine).